Dataset: the Open Reaction Database (ORD), a public repository of structured organic reaction records. Task: describe an organic reaction: reactants, conditions, products, and yield The reactants are C([O-])([O-])=O.[K+].[K+] (potassium carbonate), C(C1=CC=CC=C1)N1CCC(CC1)CNC(=O)C1=CNC2=CC=CC=C12 (N-[(1-benzyl-4-piperidyl)methyl] indole-3-carboxamide), C(=O)(O)[O-].[Na+] (NaHCO3), BrCCCO (3-bromo-1-propanol). Solvent: C(Cl)(Cl)Cl (chloroform). Run at time 1 hour. The product is C(C1=CC=CC=C1)N1CCC(CC1)CNC(=O)C1=C2N(C=3C=CC=CC13)CCCO2 (N-[(1-Benzyl-4-piperidyl)methy] 3,4-dihydro-2H-[1,3]oxazino[3,2-a]indole-10-carboxamide). Yield: 15.4%. RXN SMILES: [CH2:1]([N:8]1[CH2:13][CH2:12][CH:11]([CH2:14][NH:15][C:16]([C:18]2[C:26]3[C:21](=[CH:22][CH:23]=[CH:24][CH:25]=3)[NH:20][CH:19]=2)=[O:17])[CH2:10][CH2:9]1)[C:2]1[CH:7]=[CH:6][CH:5]=[CH:4][CH:3]=1.Br[CH2:28][CH2:29][CH2:30][OH:31].C([O-])(O)=O.[Na+].C(=O)([O-])[O-].[K+].[K+]>C(Cl)(Cl)Cl>[CH2:1]([N:8]1[CH2:13][CH2:12][CH:11]([CH2:14][NH:15][C:16]([C:18]2[C:26]3[CH:25]=[CH:24][CH:23]=[CH:22][C:21]=3[N:20]3[CH2:28][CH2:29][CH2:30][O:31][C:19]=23)=[O:17])[CH2:10][CH2:9]1)[C:2]1[CH:3]=[CH:4][CH:5]=[CH:6][CH:7]=1 |f:2.3,4.5.6|. Procedure: A stirred suspension of N-[(1-benzyl-4-piperidyl)methyl] indole-3-carboxamide (17.5g, 0.050 mole) in chloroform (250 ml) was treated with 3-bromo-1-propanol (10.1 ml, 0.11 mole) and N-chlorosuccinimde (8.7g. 0.065 mole) at room temperature and a clear solution was obtained in 15 minutes. After 1 h the reaction mixture darkened in colour from pale yellow to orange and temperature rose to 38° C. After a further 1 h the reaction mixture was treated with 10% NaHCO3 solution and the chloroform layer ... Starting materials: CN(C(=O)CBr)c1ccccc1, CC#N, Oc1cc(C(F)(F)C(F)(F)F)no1, [Na]. RXN SMILES: [CH3:15][N:16]([C:17]([CH2:18][Br:19])=[O:20])[c:21]1[cH:22][cH:23][cH:24][cH:25][cH:26]1.[CH3:27][C:28]#[N:29].[F:2][C:3]([C:4]([F:5])([F:6])[F:7])([c:8]1[n:9][o:10][c:11]([OH:13])[cH:12]1)[F:14].[Na:1]>>[F:2][C:3]([C:4]([F:5])([F:6])[F:7])([c:8]1[n:9][o:10][c:11]([O:13][CH2:18][C:17]([N:16]([CH3:15])[c:21]2[cH:22][cH:23][cH:24][cH:25][cH:26]2)=[O:20])[cH:12]1)[F:14]. Product: CN(C(=O)COc1cc(C(F)(F)C(F)(F)F)no1)c1ccccc1.